From a dataset of the Open Reaction Database (ORD), a public repository of structured organic reaction records. describe an organic reaction: reactants, conditions, products, and yield Starting materials: ClC1=NC=CC(=N1)C=1C=CC(=C(CN2[C@H](CN(CC2)C(=O)OC(C)(C)C)C)C1)F ((3S)-tert-butyl 4-(5-(2-chloropyrimidin-4-yl)-2-fluorobenzyl)-3-methylpiperazine-1-carboxylate), NCCC1=CC=C(C=C1)O (tyramine), 422. The product is FC1=C(C=C(C=C1)C1=NC(=NC=C1)NCCC1=CC=C(C=C1)O)CN1[C@H](CNCC1)C (4-(2-(4-(4-fluoro-3-(((S)-2-methylpiperazin-1-yl)methyl)phenyl)pyrimidin-2-ylamino)ethyl)phenol). RXN SMILES: Cl[C:2]1[N:7]=[C:6]([C:8]2[CH:9]=[CH:10][C:11]([F:29])=[C:12]([CH:28]=2)[CH2:13][N:14]2[CH2:19][CH2:18][N:17](C(OC(C)(C)C)=O)[CH2:16][C@@H:15]2[CH3:27])[CH:5]=[CH:4][N:3]=1.[NH2:30][CH2:31][CH2:32][C:33]1[CH:38]=[CH:37][C:36]([OH:39])=[CH:35][CH:34]=1>>[F:29][C:11]1[CH:10]=[CH:9][C:8]([C:6]2[CH:5]=[CH:4][N:3]=[C:2]([NH:30][CH2:31][CH2:32][C:33]3[CH:38]=[CH:37][C:36]([OH:39])=[CH:35][CH:34]=3)[N:7]=2)=[CH:28][C:12]=1[CH2:13][N:14]1[CH2:19][CH2:18][NH:17][CH2:16][C@@H:15]1[CH3:27]. Reported procedure: Intermediate 166 from above was coupled with tyramine following procedure F. The product was deprotected by procedure G2. LC-MS showed the product had the expected M+H+ of 422. 1H NMR (Varian 300 MHz, MeOD-d6, shifts relative to the solvent peak at 3.31 ppm) δ 8.7 (d, 1H) 8.4 (d, 1H) 8.3 (d, 1H) 7.6 (d, 1H), 7.5 (t, 1H), 7.1 (d, 2H) 6.6 (d, 1H), 3.9-3.7 (m, 3H) 3.69-3.57 (m, 8H), 2.9 (t, 2H), 1.7 (d, 3H). Reactants: Cl.C(C)(C)ON (O-isopropylhydroxylamine hydrochloride), Cl.CON (O-methylhydroxylamine hydrochloride), ClC1=C(C=NC2=CC=CC=C12)NC(CCCC)=O (N-(4-chloroquinolin-3-yl)pentanamide). Product: C(CCC)C=1N(C2=C(C=NC=3C=CC=CC23)N1)OC(C)C (2-Butyl-1-isopropoxy-1H-imidazo[4,5-c]quinoline). The yield is 72.7%. Reaction SMILES: Cl.[CH:2]([O:5][NH2:6])([CH3:4])[CH3:3].Cl.CON.Cl[C:12]1[C:21]2[C:16](=[CH:17][CH:18]=[CH:19][CH:20]=2)[N:15]=[CH:14][C:13]=1[NH:22][C:23](=O)[CH2:24][CH2:25][CH2:26][CH3:27]>>[CH2:24]([C:23]1[N:6]([O:5][CH:2]([CH3:4])[CH3:3])[C:12]2[C:21]3[CH:20]=[CH:19][CH:18]=[CH:17][C:16]=3[N:15]=[CH:14][C:13]=2[N:22]=1)[CH2:25][CH2:26][CH3:27] |f:0.1,2.3|. Reported procedure: The method of Part B of Example 25 was followed using O-isopropylhydroxylamine hydrochloride (2.4 g, 21 mmol) in lieu of O-methylhydroxylamine hydrochloride to treat N-(4-chloroquinolin-3-yl)pentanamide (4.5 g, 17 mmol) with the modification that the reaction was heated at reflux overnight. 2-Butyl-1-isopropoxy-1H-imidazo[4,5-c]quinoline (3.5 g) was obtained as a dark oil. The reactants are C(C)(=O)Cl (acetyl chloride), COC1=C(C=CC(C2=CC(=C(C=C2)OC)N)S(=O)(=O)C(C2=CC(=C(C=C2)OC)N)C=CC2=C(C=C(C=C2OC)OC)OC)C(=CC(=C1)OC)OC (2,4,6-trimethoxystyryl-3-amino-4-methoxybenzylsulfone), O1CCCC1 (tetrahydrofuran), O1CCCC1 (tetrahydrofuran). Reaction conditions: time 8 hour. The product is COC1=C(/C=C/C(C2=CC(=C(C=C2)OC)NC(C)=O)S(=O)(=O)C(C2=CC(=C(C=C2)OC)NC(C)=O)\C=C\C2=C(C=C(C=C2OC)OC)OC)C(=CC(=C1)OC)OC ((E)-2,4,6-trimethoxystyryl-3-(acetamido)-4-methoxybenzylsulfone). Isolated yield 68.0%. Reaction SMILES: [C:1](Cl)(=[O:3])[CH3:2].[CH3:5][O:6][C:7]1[CH:51]=[C:50]([O:52][CH3:53])[CH:49]=[C:48]([O:54][CH3:55])[C:8]=1[CH:9]=[CH:10][CH:11]([S:21]([CH:24]([CH:34]=[CH:35][C:36]1[C:41]([O:42][CH3:43])=[CH:40][C:39]([O:44][CH3:45])=[CH:38][C:37]=1[O:46][CH3:47])[C:25]1[CH:30]=[CH:29][C:28]([O:31][CH3:32])=[C:27]([NH2:33])[CH:26]=1)(=[O:23])=[O:22])[C:12]1[CH:17]=[CH:16][C:15]([O:18][CH3:19])=[C:14]([NH2:20])[CH:13]=1.[O:56]1CC[CH2:58][CH2:57]1>>[CH3:55][O:54][C:48]1[CH:49]=[C:50]([O:52][CH3:53])[CH:51]=[C:7]([O:6][CH3:5])[C:8]=1/[CH:9]=[CH:10]/[CH:11]([S:21]([CH:24](/[CH:34]=[CH:35]/[C:36]1[C:37]([O:46][CH3:47])=[CH:38][C:39]([O:44][CH3:45])=[CH:40][C:41]=1[O:42][CH3:43])[C:25]1[CH:30]=[CH:29][C:28]([O:31][CH3:32])=[C:27]([NH:33][C:57](=[O:56])[CH3:58])[CH:26]=1)(=[O:23])=[O:22])[C:12]1[CH:17]=[CH:16][C:15]([O:18][CH3:19])=[C:14]([NH:20][C:1](=[O:3])[CH3:2])[CH:13]=1. Reported procedure: To a solution of acetyl chloride (10 mmol) in tetrahydrofuran (40 mL) was added dropwise a solution of 2,4,6-trimethoxystyryl-3-amino-4-methoxybenzylsulfone (10 mmol) in tetrahydrofuran. The solution was stirred overnight and the completion of the reaction was monitored by TLC. The solvent was removed and the residue was taken up in dichloromethane and washed with water. The organic layer was dried over anhydrous sodium sulfate and evaporated to give (E)-2,4,6-trimethoxystyryl-3-(acetamido)-4-me... Starting materials: ClC1=NC(=CC(=C1)C(Cl)(Cl)Cl)Cl (2,6-dichloro-4-(trichloromethyl)pyridine), COCCO (2-methoxyethanol), COCCO (2-methoxyethanol), [Na] (sodium). Run at time 5 hour. Product: ClC1=NC(=CC(=C1)C(Cl)(Cl)Cl)OCCOC (2-chloro-6-(2-methoxyethoxy)-4-(trichloromethyl)pyridine). RXN SMILES: Cl[C:2]1[CH:7]=[C:6]([C:8]([Cl:11])([Cl:10])[Cl:9])[CH:5]=[C:4]([Cl:12])[N:3]=1.[Na].[CH3:14][O:15][CH2:16][CH2:17][OH:18]>>[Cl:12][C:4]1[CH:5]=[C:6]([C:8]([Cl:11])([Cl:10])[Cl:9])[CH:7]=[C:2]([O:18][CH2:17][CH2:16][O:15][CH3:14])[N:3]=1 |^1:12|. Procedure: To a solution of 26.54 grams (0.10 mole) of 2,6-dichloro-4-(trichloromethyl)pyridine dissolved in 150 milliliters (ml) of 2-methoxyethanol was added over a 35 minute period, a solution composed of 2.53 grams (0.11 mole) of sodium metal dissolved in 100 ml of 2-methoxyethanol. The mixture was stirred for 5 hours at 65°-75° C. The insoluble by-products were removed by filtration and the 2-methoxyethanol was removed by evaporation under reduced pressure. The resulting oily product was diluted with ... Starting materials: O=C([O-])[O-], CN1CCNCC1, Cc1ccccc1, [Cs+], [Cs+], COc1cc(Br)c2nc(C(=O)Nc3ccc(N4CCOCC4)cc3)cc(N(C)C)c2c1, c1ccc(P(c2ccccc2)c2ccc3ccccc3c2-c2c(P(c3ccccc3)c3ccccc3)ccc3ccccc23)cc1. Product: COc1cc(N2CCN(C)CC2)c2nc(C(=O)Nc3ccc(N4CCOCC4)cc3)cc(N(C)C)c2c1. As a reaction SMILES: [C:85](=[O:86])([O-:87])[O-:88].[CH3:32][N:33]1[CH2:34][CH2:35][NH:36][CH2:37][CH2:38]1.[CH3:91][c:92]1[cH:93][cH:94][cH:95][cH:96][cH:97]1.[Cs+:89].[Cs+:90].[O:1]1[CH2:2][CH2:3][N:4]([c:7]2[cH:8][cH:9][c:10]([NH:13][C:14](=[O:15])[c:16]3[n:17][c:18]4[c:19]([Br:31])[cH:20][c:21]([O:29][CH3:30])[cH:22][c:23]4[c:24]([N:26]([CH3:27])[CH3:28])[cH:25]3)[cH:11][cH:12]2)[CH2:5][CH2:6]1.[cH:39]1[cH:40][cH:41][c:42]([P:43]([c:44]2[cH:45][cH:46][c:47]3[c:48]([cH:49][cH:50][cH:51][cH:52]3)[c:53]2-[c:54]2[c:55]3[c:56]([cH:57][cH:58][cH:59][cH:60]3)[cH:61][cH:62][c:63]2[P:64]([c:65]2[cH:66][cH:67][cH:68][cH:69][cH:70]2)[c:71]2[cH:72][cH:73][cH:74][cH:75][cH:76]2)[c:77]2[cH:78][cH:79][cH:80][cH:81][cH:82]2)[cH:83][cH:84]1>>[O:1]1[CH2:2][CH2:3][N:4]([c:7]2[cH:8][cH:9][c:10]([NH:13][C:14](=[O:15])[c:16]3[n:17][c:18]4[c:19]([N:36]5[CH2:35][CH2:34][N:33]([CH3:32])[CH2:38][CH2:37]5)[cH:20][c:21]([O:29][CH3:30])[cH:22][c:23]4[c:24]([N:26]([CH3:27])[CH3:28])[cH:25]3)[cH:11][cH:12]2)[CH2:5][CH2:6]1.